Dataset: the Open Reaction Database (ORD), a public repository of structured organic reaction records. Task: describe an organic reaction: reactants, conditions, products, and yield Reactants: CCCC(O)c1cc(Br)ccc1F, ClCCl, O=[Cr](=O)([O-])O[Cr](=O)(=O)[O-], c1cc[nH+]cc1, c1cc[nH+]cc1. Yields the product CCCC(=O)c1cc(Br)ccc1F. As a reaction SMILES: [Br:1][c:2]1[cH:3][cH:4][c:5]([F:13])[c:6]([CH:8]([CH2:9][CH2:10][CH3:11])[OH:12])[cH:7]1.[Cl:35][CH2:36][Cl:37].[Cr:14]([O:15][Cr:16]([O-:17])(=[O:18])=[O:19])([O-:20])(=[O:21])=[O:22].[nH+:23]1[cH:24][cH:25][cH:26][cH:27][cH:28]1.[nH+:29]1[cH:30][cH:31][cH:32][cH:33][cH:34]1>>[Br:1][c:2]1[cH:3][cH:4][c:5]([F:13])[c:6]([C:8]([CH2:9][CH2:10][CH3:11])=[O:12])[cH:7]1. Reactants: ClC1=C(C=C(C(=O)O)C=C1)S(=O)(=O)N(C)C1CCCCC1 (4-chloro-3-(N-methylcyclohexylaminosulfonyl)-benzoic acid), CN1CCNCC1 (N-methylpiperazine). The product is CN(S(=O)(=O)C=1C=C(C(=O)O)C=CC1N1CCN(CC1)C)C1CCCCC1 (3-(N-methylcyclohexylaminosulfonyl)-4-(4-methylpiperazine-1-yl)-benzoic acid). Reaction SMILES: Cl[C:2]1[CH:10]=[CH:9][C:5]([C:6]([OH:8])=[O:7])=[CH:4][C:3]=1[S:11]([N:14]([CH:16]1[CH2:21][CH2:20][CH2:19][CH2:18][CH2:17]1)[CH3:15])(=[O:13])=[O:12].[CH3:22][N:23]1[CH2:28][CH2:27][NH:26][CH2:25][CH2:24]1>>[CH3:15][N:14]([CH:16]1[CH2:21][CH2:20][CH2:19][CH2:18][CH2:17]1)[S:11]([C:3]1[CH:4]=[C:5]([CH:9]=[CH:10][C:2]=1[N:26]1[CH2:27][CH2:28][N:23]([CH3:22])[CH2:24][CH2:25]1)[C:6]([OH:8])=[O:7])(=[O:13])=[O:12]. Procedure details: The reaction was carried out in a manner analogous to that of Example 31, using 33 g of 4-chloro-3-(N-methylcyclohexylaminosulfonyl)-benzoic acid and 30 g of N-methylpiperazine. The moist crude product, which had been washed with water, was freed from by-products by boiling with methanol. Conditions: time 1 hour. Reaction SMILES: [CH2:1]([O:4][C:5]([N:7]1[CH2:11][CH:10]([O:12][Si](C(C)(C)C)(C)C)[CH2:9][CH:8]1[CH:20]=[C:21]([CH3:25])[C:22](=[O:24])[CH3:23])=[O:6])[CH:2]=[CH2:3].[F-].C([N+](CCCC)(CCCC)CCCC)CCC.C(OCC)(=O)C.O>O1CCCC1>[CH2:1]([O:4][C:5]([N:7]1[CH2:11][C@H:10]([OH:12])[CH2:9][C@H:8]1[CH:20]=[C:21]([CH3:25])[C:22](=[O:24])[CH3:23])=[O:6])[CH:2]=[CH2:3] |f:1.2|. The yield is 82.8%. Procedure details: To a solution of 2S,4R)-1-allyloxycarbonyl-4-t-butyldimethylsilyloxy-2-(2-methyl-3-oxo-1-butenyl)pyrrolidine (9.9 g) in tetrahydrofuran (99 ml) was added 1M solution of tetrabutylammonium fluoride in tetrahydrofuran (32.3 ml) at 0° C. After stirring at room temperature for 1 hour, the reaction mixture was poured into a mixture of ethyl acetate (200 ml) and water (100 ml). The aqueous layer was separated and extracted with ethyl acetate. The combined organic layer was washed twice with 1N hydroch... Product: C(C=C)OC(=O)N1[C@@H](C[C@H](C1)O)C=C(C(C)=O)C ((2S,4R)-1-allyloxycarbonyl-4-hydroxy-2-(2-methyl-3oxo-1-butenyl)pyrrolidine). Reactants: C(C)(=O)OCC (ethyl acetate), O (water), C(C=C)OC(=O)N1C(CC(C1)O[Si](C)(C)C(C)(C)C)C=C(C(C)=O)C (1-allyloxycarbonyl-4-t-butyldimethylsilyloxy-2-(2-methyl-3-oxo-1-butenyl)pyrrolidine), solution, [F-].C(CCC)[N+](CCCC)(CCCC)CCCC (tetrabutylammonium fluoride). Solvent: O1CCCC1 (tetrahydrofuran), O1CCCC1 (tetrahydrofuran). Reactants: C1CCOC1, CP(C)C, [N-]=[N+]=NCCC1(C(=O)NC(Cc2ccc(NC(=O)c3c(Cl)cccc3Cl)cc2)C(=O)O)CCCC1. Yields the product NCCC1(C(=O)NC(Cc2ccc(NC(=O)c3c(Cl)cccc3Cl)cc2)C(=O)O)CCCC1. Reaction SMILES: [CH2:40]1[O:41][CH2:42][CH2:43][CH2:44]1.[CH3:36][P:37]([CH3:38])[CH3:39].[N:1](=[N+:2]=[N-:3])[CH2:4][CH2:5][C:6]1([C:11](=[O:12])[NH:13][CH:14]([CH2:15][c:16]2[cH:17][cH:18][c:19]([NH:22][C:23](=[O:24])[c:25]3[c:26]([Cl:32])[cH:27][cH:28][cH:29][c:30]3[Cl:31])[cH:20][cH:21]2)[C:33](=[O:34])[OH:35])[CH2:7][CH2:8][CH2:9][CH2:10]1>>[NH2:1][CH2:4][CH2:5][C:6]1([C:11](=[O:12])[NH:13][CH:14]([CH2:15][c:16]2[cH:17][cH:18][c:19]([NH:22][C:23](=[O:24])[c:25]3[c:26]([Cl:32])[cH:27][cH:28][cH:29][c:30]3[Cl:31])[cH:20][cH:21]2)[C:33](=[O:34])[OH:35])[CH2:7][CH2:8][CH2:9][CH2:10]1. The reactants are ClC=CCC1=C(C(=C(COC2OCCCC2)C(=C1F)F)F)F (2-[4-(3-chloroprop-2-en-1-yl)-2,3,5,6-tetrafluorobenzyloxy]-tetrahydropyran), Cl (hydrochloric acid). Run in CO (methanol), O (water). Conditions: time 2 hour. Product: Cl\C=C/CC1=C(C(=C(CO)C(=C1F)F)F)F (Z-4-(3-chloroprop-2-en-1-yl)-2,3,5,6-tetrafluorobenzyl alcohol). As a reaction SMILES: [Cl:1][CH:2]=[CH:3][CH2:4][C:5]1[C:18]([F:19])=[C:17]([F:20])[C:8]([CH2:9][O:10]C2CCCCO2)=[C:7]([F:21])[C:6]=1[F:22].Cl>CO.O>[Cl:1]/[CH:2]=[CH:3]\[CH2:4][C:5]1[C:6]([F:22])=[C:7]([F:21])[C:8]([CH2:9][OH:10])=[C:17]([F:20])[C:18]=1[F:19]. Procedure details: The tetrahydropyranyl ether prepared in stage (ii) was dissolved in methanol (30 cm3), and to the stirred solution was added a catalytic amount of concentrated hydrochloric acid. After stirring for two hours, the reaction mixture was diluted with water, and extracted with ethyl acetate. The organic layer was washed and dried, and the solvent evaporated under reduced pressure to give Z-4-(3-chloroprop-2-en-1-yl)-2,3,5,6-tetrafluorobenzyl alcohol (0.6 g) as a colourless oil, which solidified on st... The reactants are C(O)([O-])=O.[Na+] (sodium hydrogen carbonate), COC1=CC(=NC2=C(C=CC=C12)OC)C(=O)N1CCC2(CC1)OC1=CC=C(C=C1C(C2)=O)S(=O)(=O)N (1′-[(4,8-Dimethoxyquinolin-2-yl)carbonyl]-4-oxospiro[chroman-2,4′-piperidine]-6-sulfonamide), CC(=O)O (AcOH), CCN=C=NCCCN(C)C (EDCI). Reagents/catalysts: CN(C)C=1C=CN=CC1 (DMAP). Run in C(Cl)(Cl)Cl (CHCl3). Conditions: time 8 hour. Product: C(C)(=O)NS(=O)(=O)C=1C=C2C(CC3(CCN(CC3)C(=O)C3=NC4=C(C=CC=C4C(=C3)OC)OC)OC2=CC1)=O (N-acetyl-1′-[(4,8-dimethoxyquinolin-2-yl)carbonyl]-4-oxospiro[chroman-2,4′-piperidine]-6-sulfonamide). Reaction SMILES: [CH3:1][O:2][C:3]1[C:12]2[C:7](=[C:8]([O:13][CH3:14])[CH:9]=[CH:10][CH:11]=2)[N:6]=[C:5]([C:15]([N:17]2[CH2:22][CH2:21][C:20]3([CH2:31][C:30](=[O:32])[C:29]4[C:24](=[CH:25][CH:26]=[C:27]([S:33]([NH2:36])(=[O:35])=[O:34])[CH:28]=4)[O:23]3)[CH2:19][CH2:18]2)=[O:16])[CH:4]=1.CCN=C=NCCCN(C)C.[CH3:48][C:49](O)=[O:50].C(=O)([O-])O.[Na+]>C(Cl)(Cl)Cl.CN(C1C=CN=CC=1)C>[C:49]([NH:36][S:33]([C:27]1[CH:28]=[C:29]2[C:24](=[CH:25][CH:26]=1)[O:23][C:20]1([CH2:19][CH2:18][N:17]([C:15]([C:5]3[CH:4]=[C:3]([O:2][CH3:1])[C:12]4[C:7](=[C:8]([O:13][CH3:14])[CH:9]=[CH:10][CH:11]=4)[N:6]=3)=[O:16])[CH2:22][CH2:21]1)[CH2:31][C:30]2=[O:32])(=[O:34])=[O:35])(=[O:50])[CH3:48] |f:3.4|. Reported procedure: 293 mg of 1′-[(4,8-Dimethoxyquinolin-2-yl)carbonyl]-4-oxospiro[chroman-2,4′-piperidine]-6-sulfonamide was dissolved in 5 mL of CHCl3, and 10.7 mg of DMAP and 120 mg of EDCI were added to it, and then 0.036 mL of AcOH was added thereto and the mixture was stirred overnight at room temperature. Aqueous saturated sodium hydrogen carbonate was added to the reaction solution, and then extracted three times with ethyl acetate, and the organic layer was washed successively with aqueous saturated sodium...